Dataset: the Open Reaction Database (ORD), a public repository of structured organic reaction records. Task: describe an organic reaction: reactants, conditions, products, and yield Reactants: CC(=O)O, CCCCOC(=O)Nc1ccc(CC(=O)N(C)C(CN2CCCC2)c2cccc([N+](=O)[O-])c2)cc1, COc1ccccc1, Cl, [Na+], [OH-]. The product is CN(C(=O)Cc1ccc(N)cc1)C(CN1CCCC1)c1cccc([N+](=O)[O-])c1. As a reaction SMILES: [C:47]([OH:48])(=[O:49])[CH3:50].[CH2:1]([O:2][C:3](=[O:4])[NH:8][c:9]1[cH:10][cH:11][c:12]([CH2:15][C:16](=[O:17])[N:18]([CH:19]([CH2:20][N:21]2[CH2:22][CH2:23][CH2:24][CH2:25]2)[c:26]2[cH:27][c:28]([N+:32](=[O:33])[O-:34])[cH:29][cH:30][cH:31]2)[CH3:35])[cH:13][cH:14]1)[CH2:5][CH2:6][CH3:7].[CH3:36][O:37][c:38]1[cH:39][cH:40][cH:41][cH:42][cH:43]1.[ClH:44].[Na+:46].[OH-:45]>>[NH2:8][c:9]1[cH:10][cH:11][c:12]([CH2:15][C:16](=[O:17])[N:18]([CH:19]([CH2:20][N:21]2[CH2:22][CH2:23][CH2:24][CH2:25]2)[c:26]2[cH:27][c:28]([N+:32](=[O:33])[O-:34])[cH:29][cH:30][cH:31]2)[CH3:35])[cH:13][cH:14]1. The reactants are CCOC(=O)C(C)(CCCBr)c1ccccc1, CO, ClCCl. The product is CC(CO)(CCCBr)c1ccccc1. Reaction SMILES: [Br:1][CH2:2][CH2:3][CH2:4][C:5]([C:6](=[O:7])[O:8][CH2:9][CH3:10])([c:11]1[cH:12][cH:13][cH:14][cH:15][cH:16]1)[CH3:17].[CH3:18][OH:19].[Cl:20][CH2:21][Cl:22]>>[Br:1][CH2:2][CH2:3][CH2:4][C:5]([CH2:6][OH:7])([c:11]1[cH:12][cH:13][cH:14][cH:15][cH:16]1)[CH3:17]. The reactants are ClC1=CC=NC2=CC(=CC=C12)C(F)(F)F (4-chloro-7-(trifluoromethyl)quinoline), CC=1NC2=CC=C(C=C2C1)N (2-methyl-1H-indol-5-amine), Cl (HCl), O1CCOCC1 (dioxane), CCO.ClC(C)Cl (EtOH dichloroethane). Run at temperature 90 celsius. The product is CC=1NC2=CC=C(C=C2C1)NC1=CC=NC2=CC(=CC=C12)C(F)(F)F (N-(2-methyl-1H-indol-5-yl)-7-(trifluoromethyl)quinolin-4-amine). Isolated yield 17.2%. Reaction SMILES: Cl[C:2]1[C:11]2[C:6](=[CH:7][C:8]([C:12]([F:15])([F:14])[F:13])=[CH:9][CH:10]=2)[N:5]=[CH:4][CH:3]=1.[CH3:16][C:17]1[NH:18][C:19]2[C:24]([CH:25]=1)=[CH:23][C:22]([NH2:26])=[CH:21][CH:20]=2.Cl.O1CCOCC1.CCO.ClC(Cl)C>>[CH3:16][C:17]1[NH:18][C:19]2[C:24]([CH:25]=1)=[CH:23][C:22]([NH:26][C:2]1[C:11]3[C:6](=[CH:7][C:8]([C:12]([F:15])([F:14])[F:13])=[CH:9][CH:10]=3)[N:5]=[CH:4][CH:3]=1)=[CH:21][CH:20]=2 |f:4.5|. Procedure: A suspension of 4-chloro-7-(trifluoromethyl)quinoline 1-A (158 mg, 0.68 mmol), 2-methyl-1H-indol-5-amine 1-B (100 mg, 0.68 mmol) and 4N HCl in dioxane (0.25 ml, 1.0 mmol) in a mix solvent (EtOH/dichloroethane, 1:1, 6 ml) was heated to 90° C. in a sealed tube overnight. The reaction mixture was concentrated and dissolved in 2 ml of DMSO. The solution was purified by HPLC (DionexSystem, 20-60% CH3CN/H2O over 30 minutes). 40 mg of N-(2-methyl-1H-indol-5-yl)-7-(trifluoromethyl)quinolin-4-amine 1 was... Starting materials: ClC=1C(=NC(=C(C#N)C1)OCCOC(C)C)Cl (5,6-dichloro-2-(2-isopropoxyethoxy)nicotinonitrile), FC1=CC(=CC2=C1B(OC2)O)O (7-fluorobenzo[c][1,2]oxaborole-1,5(3H)-diol). The product is ClC=1C(=NC(=C(C#N)C1)OCCOC(C)C)OC1=CC2=C(B(OC2)O)C(=C1)F (5-Chloro-6-(7-fluoro-1-hydroxy-1,3-dihydrobenzo[c][1,2]oxaborol-5-yloxy)-2-(2-isopropoxyethoxy)nicotinonitrile). Reaction SMILES: [Cl:1][C:2]1[C:3](Cl)=[N:4][C:5]([O:10][CH2:11][CH2:12][O:13][CH:14]([CH3:16])[CH3:15])=[C:6]([CH:9]=1)[C:7]#[N:8].[F:18][C:19]1[C:24]2[B:25]([OH:28])[O:26][CH2:27][C:23]=2[CH:22]=[C:21]([OH:29])[CH:20]=1>>[Cl:1][C:2]1[C:3]([O:29][C:21]2[CH:20]=[C:19]([F:18])[C:24]3[B:25]([OH:28])[O:26][CH2:27][C:23]=3[CH:22]=2)=[N:4][C:5]([O:10][CH2:11][CH2:12][O:13][CH:14]([CH3:16])[CH3:15])=[C:6]([CH:9]=1)[C:7]#[N:8]. Procedure: This compound was prepared from 5,6-dichloro-2-(2-isopropoxyethoxy)nicotinonitrile and 7-fluorobenzo[c][1,2]oxaborole-1,5(3H)-diol in a similar manner to that of D230. 1H-NMR (400 MHz, DMSO-d6) δ (ppm) 1.01 (d, J=4.5 Hz, 6H), 3.45-3.48 (m, 1H), 3.51-3.53 (m, 2H), 4.11-4.14 (m, 2H), 5.03 (s, 2H), 7.14 (d, J=8.6 Hz, 1H), 7.22 (s, 1H), 8.62 (s, 1H), 9.35 (s, 1H). Starting materials: P (phosphine), C1=CC=C(C=C1)P(C2=CC=CC=C2)C3=CC=CC=C3OC4=CC=CC=C4P(C5=CC=CC=C5)C6=CC=CC=C6 (DPEphos), BrC=1C2=CC=C(N2)C(=C2C=CC(C=C3C=CC(=C(C=4C=CC1N4)C4=CC=CC=C4)N3)=N2)C2=CC=CC=C2 (5-bromo-10,20-diphenylporphyrin), NC1=CC=CC=C1 (aniline), C([O-])([O-])=O.[Cs+].[Cs+] (cesium carbonate). The reagents and catalysts are C(C)(=O)[O-].[Pd+2].C(C)(=O)[O-] (palladium acetate). The solvent is hexanes, C(C)(=O)OCC (ethyl acetate), C1CCOC1 (THF). Product: C1(=CC=CC=C1)NC=1C2=CC=C(N2)C(=C2C=CC(C=C3C=CC(=C(C=4C=CC1N4)C4=CC=CC=C4)N3)=N2)C2=CC=CC=C2 (5-(N-Phenylamino)-10,20-diphenylporphyrin), solids. Isolated yield 98.0%. Reaction SMILES: Br[C:2]1[C:3]2[NH:7][C:6]([C:8]([C:32]3[CH:37]=[CH:36][CH:35]=[CH:34][CH:33]=3)=[C:9]3[N:31]=[C:12]([CH:13]=[C:14]4[NH:30][C:17](=[C:18]([C:24]5[CH:29]=[CH:28][CH:27]=[CH:26][CH:25]=5)[C:19]5[CH:20]=[CH:21][C:22]=1[N:23]=5)[CH:16]=[CH:15]4)[CH:11]=[CH:10]3)=[CH:5][CH:4]=2.[NH2:38][C:39]1[CH:44]=[CH:43][CH:42]=[CH:41][CH:40]=1.C1C=CC(P(C2C(OC3C(P(C4C=CC=CC=4)C4C=CC=CC=4)=CC=CC=3)=CC=CC=2)C2C=CC=CC=2)=CC=1.P.C(=O)([O-])[O-].[Cs+].[Cs+]>C1COCC1.C([O-])(=O)C.[Pd+2].C([O-])(=O)C.C(OCC)(=O)C>[C:39]1([NH:38][C:2]2[C:3]3[NH:7][C:6]([C:8]([C:32]4[CH:37]=[CH:36][CH:35]=[CH:34][CH:33]=4)=[C:9]4[N:31]=[C:12]([CH:13]=[C:14]5[NH:30][C:17](=[C:18]([C:24]6[CH:29]=[CH:28][CH:27]=[CH:26][CH:25]=6)[C:19]6[CH:20]=[CH:21][C:22]=2[N:23]=6)[CH:16]=[CH:15]5)[CH:11]=[CH:10]4)=[CH:5][CH:4]=3)[CH:44]=[CH:43][CH:42]=[CH:41][CH:40]=1 |f:4.5.6,8.9.10|. Procedure details: The general procedure was used to couple 5-bromo-10,20-diphenylporphyrin (27 mg, 0.05 mmol) with aniline (17 μL, 0,18 mmol), using palladium acetate (0.55 mg, 0.0025 mmol) as the palledium precursor, DPEphos (2.0 mg, 0.0038 mmol) as the phosphine ligand and cesium carbonate (22.8 mg, 0.070 mmol) as the base. The reaction was conducted in THF (5 mL) at 68° C. for 19 h. The title compound was isolated by flash chromatography (silica gel, ethyl acetate:hexanes (v)=1:4) as red solids (27 mg, 98%). 1... Reactants: C(C)OC(=O)N1CC2=C(N=NC(=C2)S)CC1 (5,6,7,8-tetrahydro-3-mercapto-6-pyrido[4,3-c]pyridazinecarboxylic acid ethyl ester), C([O-])([O-])=O.[K+].[K+] (potassium carbonate), C(C1=CC=CC=C1)Br (benzyl bromide). Solvent: CN(C=O)C (dimethyl formamide), CN(C=O)C (dimethyl formamide). Reaction conditions: time 20 hour. Product: C(C)OC(=O)N1CC2=C(N=NC(=C2)SCC2=CC=CC=C2)CC1 (3-benzylmercapto-5,6,7,8-tetrahydro-6-pyrido[4,3-c]pyridazinecarboxylic acid ethyl ester). RXN SMILES: [CH2:1](Br)[C:2]1[CH:7]=[CH:6][CH:5]=[CH:4][CH:3]=1.[CH2:9]([O:11][C:12]([N:14]1[CH2:24][CH2:23][C:17]2[N:18]=[N:19][C:20]([SH:22])=[CH:21][C:16]=2[CH2:15]1)=[O:13])[CH3:10].C(=O)([O-])[O-].[K+].[K+]>CN(C)C=O>[CH2:9]([O:11][C:12]([N:14]1[CH2:24][CH2:23][C:17]2[N:18]=[N:19][C:20]([S:22][CH2:1][C:2]3[CH:7]=[CH:6][CH:5]=[CH:4][CH:3]=3)=[CH:21][C:16]=2[CH2:15]1)=[O:13])[CH3:10] |f:2.3.4|. Procedure: A mixture of 13.2 g of benzyl bromide in 75 cc of dimethyl formamide is added dropwise within 2 hours to a suspension heated to 50° of 18.5 g of 5,6,7,8-tetrahydro-3-mercapto-6-pyrido[4,3-c]pyridazinecarboxylic acid ethyl ester and 12.8 g of potassium carbonate in 200 cc of dimethyl formamide. The mixture is subsequently stirred at the same temperature for 20 hours and is then completely concentrated in a vacuum. The residue is divided between 200 cc of chloroform and 50 cc of water, the organic... Starting materials: [Na+].NC=1C(=CC2=CC(=CC=C2C1)S(=O)(=O)O)S(=O)(=O)[O-] (3-amino-2,7-naphthalenedisulfonic acid monosodium salt), C(C)(=O)[O-].[Na+] (sodium acetate), [N+](=O)([O-])C=1C=C(C=C(C1)C(=O)Cl)C(=O)Cl (5-nitro-1,3-benzenedicarbonylchloride). Run in O (water), O (water). Run at time 8 hour. Yields the product [Na+].[Na+].[Na+].[Na+].[N+](=O)([O-])C=1C=C(C=C(C1)C(=O)NC=1C(=CC2=CC(=CC=C2C1)S(=O)(=O)[O-])S(=O)(=O)[O-])C(=O)NC=1C(=CC2=CC(=CC=C2C1)S(=O)(=O)[O-])S(=O)(=O)[O-] (3,3'-[(5-nitro-1,3-phenylene)bis(carbonylimino)]bis[2,7-naphthalenedisulfonic acid] tetrasodium salt). RXN SMILES: [Na+:1].[NH2:2][C:3]1[C:4]([S:17]([O-:20])(=[O:19])=[O:18])=[CH:5][C:6]2[C:11]([CH:12]=1)=[CH:10][CH:9]=[C:8]([S:13]([OH:16])(=[O:15])=[O:14])[CH:7]=2.[C:21]([O-])(=O)[CH3:22].[Na+].[N+:26]([C:29]1[CH:30]=[C:31]([C:38](Cl)=[O:39])[CH:32]=[C:33]([C:35](Cl)=[O:36])[CH:34]=1)([O-:28])=[O:27]>O>[Na+:1].[Na+:1].[Na+:1].[Na+:1].[N+:26]([C:29]1[CH:30]=[C:31]([C:38]([NH:2][C:3]2[C:4]([S:17]([O-:20])(=[O:19])=[O:18])=[CH:5][C:6]3[C:21]([CH:22]=2)=[CH:10][CH:9]=[C:8]([S:13]([O-:16])(=[O:15])=[O:14])[CH:7]=3)=[O:39])[CH:32]=[C:33]([C:35]([NH:2][C:3]2[C:4]([S:17]([O-:20])(=[O:19])=[O:18])=[CH:5][C:6]3[C:11]([CH:12]=2)=[CH:10][CH:9]=[C:8]([S:13]([O-:16])(=[O:15])=[O:14])[CH:7]=3)=[O:36])[CH:34]=1)([O-:28])=[O:27] |f:0.1,2.3,6.7.8.9.10|. Reported procedure: A 6.5 g portion of 3-amino-2,7-naphthalenedisulfonic acid monosodium salt is suspended in 100 ml of water and the pH is adjusted to 7.5-8.0 giving a solution. A 1.82 g portion of sodium acetate is added and dissolved and 2.75 g of 5-nitro-1,3-benzenedicarbonylchloride is added. A 100 ml portion of water is added to maintain solution and the reaction is allowed to stand overnight. The mixture is treated with activated carbon and concentrated to about 50 ml on a rotary evaporator. The solid which ... Run at time 15 minute. Starting materials: FC(C(=O)O)(F)F.FC(C(=O)O)(F)F.FC(C(=O)O)(F)F.FC1=CC2=C(N=C(N2)SCCN2CCNCC2)C=C1F (1-[2-(5,6-Difluorobenzimidazol-2-ylthio)ethyl]piperazine tris(trifluoroacetic acid) salt), C([O-])([O-])=O.[K+].[K+] (potassium carbonate), BrCC(=O)NC=1C(=NC(=CC1OCC(F)(F)F)C)OCC(F)(F)F (2-bromo-N-[2,4-bis(2,2,2-trifluoroethoxy)-6-methylpyridin-3-yl]acetamide). The solvent is O (water), C(C)#N (acetonitrile), O (water). The product is FC1=CC2=C(N=C(N2)SCCN2CCN(CC2)CC(=O)NC=2C(=NC(=CC2OCC(F)(F)F)C)OCC(F)(F)F)C=C1F (2-[4-[2-(5,6-difluorobenzimidazol-2-ylthio)ethyl]piperazin-1-yl]-N-[2,4-bis(2,2,2-trifluoroethoxy)-6-methylpyridin-3-yl]acetamide). Yield: 90.6%. Procedure: 1-[2-(5,6-Difluorobenzimidazol-2-ylthio)ethyl]piperazine tris(trifluoroacetic acid) salt (4.00 g, 6.25 mmol) and potassium carbonate (31.26 mmol) were dissolved in acetonitrile (100 mL) and water (30 mL). While the solution was stirred under cooling with ice, 2-bromo-N-[2,4-bis(2,2,2-trifluoroethoxy)-6-methylpyridin-3-yl]acetamide (2.20 g, 5.22 mmol) was added thereto over 15 minutes. The temperature of the mixture was allowed to room temperature, and the mixture was stirred for 15 hours. Therea... RXN SMILES: FC(F)(F)C(O)=O.FC(F)(F)C(O)=O.FC(F)(F)C(O)=O.[F:22][C:23]1[C:40]([F:41])=[CH:39][C:26]2[N:27]=[C:28]([S:30][CH2:31][CH2:32][N:33]3[CH2:38][CH2:37][NH:36][CH2:35][CH2:34]3)[NH:29][C:25]=2[CH:24]=1.C(=O)([O-])[O-].[K+].[K+].Br[CH2:49][C:50]([NH:52][C:53]1[C:54]([O:66][CH2:67][C:68]([F:71])([F:70])[F:69])=[N:55][C:56]([CH3:65])=[CH:57][C:58]=1[O:59][CH2:60][C:61]([F:64])([F:63])[F:62])=[O:51]>C(#N)C.O>[F:22][C:23]1[C:40]([F:41])=[CH:39][C:26]2[N:27]=[C:28]([S:30][CH2:31][CH2:32][N:33]3[CH2:38][CH2:37][N:36]([CH2:49][C:50]([NH:52][C:53]4[C:54]([O:66][CH2:67][C:68]([F:71])([F:69])[F:70])=[N:55][C:56]([CH3:65])=[CH:57][C:58]=4[O:59][CH2:60][C:61]([F:63])([F:64])[F:62])=[O:51])[CH2:35][CH2:34]3)[NH:29][C:25]=2[CH:24]=1 |f:0.1.2.3,4.5.6|. The reactants are C(C)OCC (diethyl ether), NC1=C(C(=O)OC)C=C(N=C1C1=CC=C(C=C1)OCC1=CC=CC=C1)C1=CC=C(C=C1)OC (Methyl 3-amino-2-(4-(benzyloxy)phenyl)-6-(4-methoxyphenyl)isonicotinate), N(=O)[O-].[Na+] (sodium nitrite), [N-]=[N+]=[N-].[Na+] (sodium azide), ice. The solvent is FC(C(=O)O)(F)F (trifluoroacetic acid). Conditions: time 30 minute. Yields the product COCCOC=1C=CC=2C3=C(NC2C1)C(=CC(=N3)C3=CC=C(C=C3)OC)C(=O)N (7-(2-Methoxyethoxy)-2-(4-methoxyphenyl)-5H-pyrido[3,2-b]indole-4-carboxamide). RXN SMILES: [NH2:1][C:2]1[C:11]([C:12]2[CH:17]=[CH:16][C:15]([O:18][CH2:19][C:20]3C=CC=CC=3)=[CH:14][CH:13]=2)=[N:10][C:9]([C:26]2[CH:31]=[CH:30][C:29]([O:32][CH3:33])=[CH:28][CH:27]=2)=[CH:8][C:3]=1[C:4](OC)=[O:5].N([O-])=O.[Na+].[N-:38]=[N+]=[N-].[Na+].C([O:44][CH2:45]C)C>FC(F)(F)C(O)=O>[CH3:45][O:44][CH2:20][CH2:19][O:18][C:15]1[CH:16]=[CH:17][C:12]2[C:11]3[N:10]=[C:9]([C:26]4[CH:27]=[CH:28][C:29]([O:32][CH3:33])=[CH:30][CH:31]=4)[CH:8]=[C:3]([C:4]([NH2:38])=[O:5])[C:2]=3[NH:1][C:13]=2[CH:14]=1 |f:1.2,3.4|. Reported procedure: Methyl 3-amino-2-(4-(benzyloxy)phenyl)-6-(4-methoxyphenyl)isonicotinate (556 mg, 1.262 mmol) was dissolved in trifluoroacetic acid (6 mL) and the yellow solution cooled in an ice bath. Solid sodium nitrite (174 mg, 2.52 mmol) was added with stirring to give a dark red mixture. After 30 min, solid sodium azide (821 mg, 12.6 mmol) was added followed by diethyl ether (6 mL). The light red mixture was stirred in the ice bath for 30 min. The reaction was concentrated on the rotary evaporator and was ...